From a dataset of the Open Reaction Database (ORD), a public repository of structured organic reaction records. describe an organic reaction: reactants, conditions, products, and yield Reactants: C(#N)C1=CC=C(C=N1)C(=O)O (6-cyano-3-pyridinecarboxylic acid), C(C)(C)(C)OC(=O)N1C[C@H](OCC1)C1=CC(=C(C=C1)N)Cl ((+)-(R)-2-(4-Amino-3-chloro-phenyl)-morpholine-4-carboxylic acid tert-butyl ester). The product is Cl.ClC1=C(C=CC(=C1)[C@@H]1CNCCO1)NC(C1=CN=C(C=C1)C#N)=O ((R)—N-(2-Chloro-4-(morpholin-2-yl)phenyl)-6-cyanonicotinamide hydrochloride). Reaction SMILES: [C:1]([C:3]1[N:8]=[CH:7][C:6]([C:9]([OH:11])=O)=[CH:5][CH:4]=1)#[N:2].C(OC([N:19]1[CH2:24][CH2:23][O:22][C@H:21]([C:25]2[CH:30]=[CH:29][C:28]([NH2:31])=[C:27]([Cl:32])[CH:26]=2)[CH2:20]1)=O)(C)(C)C>>[ClH:32].[Cl:32][C:27]1[CH:26]=[C:25]([C@H:21]2[O:22][CH2:23][CH2:24][NH:19][CH2:20]2)[CH:30]=[CH:29][C:28]=1[NH:31][C:9](=[O:11])[C:6]1[CH:5]=[CH:4][C:3]([C:1]#[N:2])=[N:8][CH:7]=1 |f:2.3|. Reported procedure: In analogy to example 79, step a) using 6-cyano-3-pyridinecarboxylic acid (CAS 70165-31-0) instead of 4-cyanopicolinic acid (CAS 640296-19-1) and (+)-(R)-2-(4-Amino-3-chloro-phenyl)-morpholine-4-carboxylic acid tert-butyl ester (example 29a) instead of (−)-(S)-2-(4-Amino-3-fluoro-phenyl)-morpholine-4-carboxylic acid tert-butyl ester. White solid. MS (ISP): 341.1 ([M+H]+) Starting materials: [Mg] (magnesium), C1=CC=CC2=CC3=CC=CC=C3C=C12 (anthracene). Reagents/catalysts: BrCCBr (1,2-dibromoethane). The solvent is C1CCOC1 (THF). Run at time 2 hour. Yields the product C1=CC=CC2=CC3=CC=CC=C3C=C12.[Mg] (magnesium anthracene). As a reaction SMILES: [Mg:1].[CH:2]1[C:15]2[C:6](=[CH:7][C:8]3[C:13]([CH:14]=2)=[CH:12][CH:11]=[CH:10][CH:9]=3)[CH:5]=[CH:4][CH:3]=1>C1COCC1.BrCCBr>[CH:5]1[C:6]2[C:15](=[CH:14][C:13]3[C:8]([CH:7]=2)=[CH:9][CH:10]=[CH:11][CH:12]=3)[CH:2]=[CH:3][CH:4]=1.[Mg:1] |f:4.5|. Procedure: 2.7 g (110 mmol) of magnesium turnings were added to a solution of 2 g (11 mmol) of anthracene in 100 ml of THF, and a few drops of 1,2-dibromoethane were added. After the mixture had been stirred at room temperature for about 2 hours, the bright orange precipitate of magnesium anthracene had formed. A solution of 19 g (100 mmol) of 4-chlorobenzaldehyde dimethyl acetal in 100 ml of THF was added to the refluxing suspension over the course of 1 hour. After the mixture had refluxed for 4 hours, th... Reactants: [BH4-], C=CCc1c(Cl)ncnc1Nc1ccc(Br)cc1, CO, ClCCl, [Na+]. Yields the product OCCc1c(Cl)ncnc1Nc1ccc(Br)cc1. RXN SMILES: [BH4-:22].[Br:1][c:2]1[cH:3][cH:4][c:5]([NH:8][c:9]2[n:10][cH:11][n:12][c:13]([Cl:18])[c:14]2[CH2:15][CH:16]=[CH2:17])[cH:6][cH:7]1.[CH3:24][OH:25].[Cl:19][CH2:20][Cl:21].[Na+:23]>>[Br:1][c:2]1[cH:3][cH:4][c:5]([NH:8][c:9]2[n:10][cH:11][n:12][c:13]([Cl:18])[c:14]2[CH2:15][CH2:16][OH:25])[cH:6][cH:7]1. The reactants are ClC1=C(C(=O)O)C=CC=N1 (2-chloronicotinic acid), [H-].[Al+3].[Li+].[H-].[H-].[H-] (lithium aluminum hydride), [OH-].[Na+] (sodium hydroxide). The solvent is C1CCOC1 (THF), C1CCOC1 (THF). Conditions: temperature 50 celsius, time 1 hour. Yields the product ClC1=NC=CC=C1CO ((2-chloropyridin-3-yl)methanol). Yield: 68.6%. Reaction SMILES: [H-].[Al+3].[Li+].[H-].[H-].[H-].[Cl:7][C:8]1[N:16]=[CH:15][CH:14]=[CH:13][C:9]=1[C:10](O)=[O:11].[OH-].[Na+]>C1COCC1>[Cl:7][C:8]1[C:9]([CH2:10][OH:11])=[CH:13][CH:14]=[CH:15][N:16]=1 |f:0.1.2.3.4.5,7.8|. Procedure: To a suspension of lithium aluminum hydride (8.60 g) in THF (200 mL) was added a solution of 2-chloronicotinic acid (22.4 g) in THF (30 mL) at 0° C., and the mixture was stirred at 50° C. for 1 hr. After the reaction mixture was cooled to 0° C., 1N aqueous sodium hydroxide solution (9 mL) was added. The precipitate was filtered off, and the filtrate was concentrated. The residue was purified by silica gel column chromatography (solvent gradient; 10→25% ethyl acetate/hexane) to give (2-chloropyri... Reactants: [H-].[Na+] (sodium hydride), C1(=CC=CC=C1)P(=O)(ON)C1=CC=CC=C1 (O-diphenylphosphinylhydroxylamine), [Cl-].[Na+] (sodium chloride), COC1=CC=C(C=C1)C=1NC=CN1 (2-(p-methoxyphenyl)imidazole), [H][H] (hydrogen). Solvent: O1CCCC1 (tetrahydrofuran). Run at time 5 minute. The product is NN1C(=NC=C1)C1=CC=C(C=C1)OC (1-amino-2-(p-methoxyphenyl)imidazole). Reaction SMILES: [H-].[Na+].[CH3:3][O:4][C:5]1[CH:10]=[CH:9][C:8]([C:11]2[NH:12][CH:13]=[CH:14][N:15]=2)=[CH:7][CH:6]=1.[H][H].C1(P(C2C=CC=CC=2)(O[NH2:27])=O)C=CC=CC=1.[Cl-].[Na+]>O1CCCC1>[NH2:27][N:15]1[CH:14]=[CH:13][N:12]=[C:11]1[C:8]1[CH:7]=[CH:6][C:5]([O:4][CH3:3])=[CH:10][CH:9]=1 |f:0.1,5.6|. Procedure details: 9.0 g of sodium hydride (55 percent dispersion in oil) are suspended in 600 ml of absolute tetrahydrofuran. 8.5 g of 2-(p-methoxyphenyl)imidazole are added thereto within 5 minutes. The mixture is stirred until hydrogen is no longer liberated (1 hour). Then, 34.5 g of O-diphenylphosphinylhydroxylamine are added portionwise thereto at 10° and the mixture is stirred at 10° for an additional 40 minutes and then at room temperature for 18 hours. Saturated sodium chloride solution is added thereto at... Reactants: CC1=C2C(=NC=C1)N(C(N2)=O)C2=CC=C(C=C2)OC2=NC1=C(N2COCC[Si](C)(C)C)C=CC=C1 (7-methyl-3-{4-[(1-{[2-(trimethylsilyl)ethoxy]methyl}-1H-benzimidazol-2-yl)oxy]phenyl}-1,3-dihydro-2H-imidazo[4,5-b]pyridin-2-one), Cl (HCl). Solvent: CCO (EtOH). Reaction conditions: temperature 60 celsius, time 10 hour. Product: Cl.Cl.N1C(=NC2=C1C=CC=C2)OC2=CC=C(C=C2)N2C(NC=1C2=NC=CC1C)=O (3-[4-(1H-benzimidazol-2-yloxy)phenyl]-7-methyl-1,3-dihydro-2H-imidazo[4,5-b]pyridin-2-one dihydrochloride). RXN SMILES: [CH3:1][C:2]1[CH:7]=[CH:6][N:5]=[C:4]2[N:8]([C:12]3[CH:17]=[CH:16][C:15]([O:18][C:19]4[N:23](COCC[Si](C)(C)C)[C:22]5[CH:32]=[CH:33][CH:34]=[CH:35][C:21]=5[N:20]=4)=[CH:14][CH:13]=3)[C:9](=[O:11])[NH:10][C:3]=12.[ClH:36]>CCO>[ClH:36].[ClH:36].[NH:20]1[C:21]2[CH:35]=[CH:34][CH:33]=[CH:32][C:22]=2[N:23]=[C:19]1[O:18][C:15]1[CH:16]=[CH:17][C:12]([N:8]2[C:4]3=[N:5][CH:6]=[CH:7][C:2]([CH3:1])=[C:3]3[NH:10][C:9]2=[O:11])=[CH:13][CH:14]=1 |f:3.4.5|. Procedure details: A mixture of 7-methyl-3-{4-[(1-{[2-(trimethylsilyl)ethoxy]methyl}-1H-benzimidazol-2-yl)oxy]phenyl}-1,3-dihydro-2H-imidazo[4,5-b]pyridin-2-one (0.053 g) and 2N HCl in EtOH (5.0 ml) was stirred at 60° C. for 10 h. After cooling to room temperature, the solvent was removed. The residue was recrystallized from EtOH—AcOEt to give 3-[4-(1H-benzimidazol-2-yloxy)phenyl]-7-methyl-1,3-dihydro-2H-imidazo[4,5-b]pyridin-2-one dihydrochloride (0.030 g). Reactants: N#Cc1ccc(B(O)O)cc1, CC1(C)CC(=O)c2ccc(OS(=O)(=O)C(F)(F)F)cc21. Product: CC1(C)CC(=O)c2ccc(-c3ccc(C#N)cc3)cc21. As a reaction SMILES: [C:21](#[N:22])[c:23]1[cH:24][cH:25][c:26]([B:29]([OH:30])[OH:31])[cH:27][cH:28]1.[CH3:1][C:2]1([CH3:20])[CH2:3][C:4](=[O:19])[c:5]2[cH:6][cH:7][c:8]([O:11][S:12]([C:13]([F:14])([F:15])[F:16])(=[O:17])=[O:18])[cH:9][c:10]21>>[CH3:1][C:2]1([CH3:20])[CH2:3][C:4](=[O:19])[c:5]2[cH:6][cH:7][c:8](-[c:26]3[cH:25][cH:24][c:23]([C:21]#[N:22])[cH:28][cH:27]3)[cH:9][c:10]21. Reactants: C(C)(C)C1=CC(=NC(=N1)C1=CC(=CC=C1)[N+](=O)[O-])O (6-isopropyl-2-(3-nitro-phenyl)-pyrimidin-4-ol), C(C)(C)C1=CC(=NC(=N1)C1=CC(=CC=C1)[N+](=O)[O-])O (6-isopropyl-2-(3-nitro-phenyl)-pyrimidin-4-ol), BrCC1=CC=C(C(=O)OC)C=C1 (methyl 4-(bromomethyl)benzoate). Product: C(C)(C)C1=CC(=NC(=N1)C1=CC(=CC=C1)[N+](=O)[O-])OCC1=CC=C(C(=O)O)C=C1 (4-({[6-Isopropyl-2-(3-nitrophenyl)pyrimidin-4-yl]oxy}methyl)benzoic acid). As a reaction SMILES: [CH:1]([C:4]1[N:9]=[C:8]([C:10]2[CH:15]=[CH:14][CH:13]=[C:12]([N+:16]([O-:18])=[O:17])[CH:11]=2)[N:7]=[C:6]([OH:19])[CH:5]=1)([CH3:3])[CH3:2].Br[CH2:21][C:22]1[CH:31]=[CH:30][C:25]([C:26]([O:28]C)=[O:27])=[CH:24][CH:23]=1>>[CH:1]([C:4]1[N:9]=[C:8]([C:10]2[CH:15]=[CH:14][CH:13]=[C:12]([N+:16]([O-:18])=[O:17])[CH:11]=2)[N:7]=[C:6]([O:19][CH2:21][C:22]2[CH:31]=[CH:30][C:25]([C:26]([OH:28])=[O:27])=[CH:24][CH:23]=2)[CH:5]=1)([CH3:3])[CH3:2]. Procedure details: The title compound was prepared from 6-isopropyl-2-(3-nitro-phenyl)-pyrimidin-4-ol (which was obtained in Intermediate 8) and methyl 4-(bromomethyl)benzoate according to Method A and Method B; LC retention time 3.40 min; MS: m/z (ESI) 394 (M+H).